Task: describe an organic reaction: reactants, conditions, products, and yield. Dataset: the Open Reaction Database (ORD), a public repository of structured organic reaction records Reactants: [BH4-], CCO, [Cl-], N#Cc1ccc(N)c([N+](=O)[O-])c1, [Na+], O, O. The product is N#Cc1ccc(N)c(N)c1. RXN SMILES: [BH4-:16].[CH3:18][CH2:19][OH:20].[Cl-:15].[N+:1]([O-:2])(=[O:3])[c:4]1[cH:5][c:6]([C:7]#[N:8])[cH:9][cH:10][c:11]1[NH2:12].[Na+:17].[OH2:13].[OH2:14]>>[NH2:1][c:4]1[cH:5][c:6]([C:7]#[N:8])[cH:9][cH:10][c:11]1[NH2:12]. Reactants: O=CCOc1ccc(Oc2cccc(Cl)c2)cc1Br, BrC(Br)(Br)Br, ClCCl, [Zn], c1ccc(P(c2ccccc2)c2ccccc2)cc1. Yields the product Clc1cccc(Oc2ccc(OCC=C(Br)Br)c(Br)c2)c1. RXN SMILES: [Br:25][c:26]1[c:27]([O:28][CH2:29][CH:30]=[O:31])[cH:32][cH:33][c:34]([O:36][c:37]2[cH:38][c:39]([Cl:43])[cH:40][cH:41][cH:42]2)[cH:35]1.[C:20]([Br:21])([Br:22])([Br:23])[Br:24].[CH2:44]([Cl:45])[Cl:46].[Zn:47].[c:1]1([P:2]([c:3]2[cH:4][cH:5][cH:6][cH:7][cH:8]2)[c:9]2[cH:10][cH:11][cH:12][cH:13][cH:14]2)[cH:15][cH:16][cH:17][cH:18][cH:19]1>>[C:20]([Br:21])([Br:24])=[CH:30][CH2:29][O:28][c:27]1[c:26]([Br:25])[cH:35][c:34]([O:36][c:37]2[cH:38][c:39]([Cl:43])[cH:40][cH:41][cH:42]2)[cH:33][cH:32]1.